This data is from the Open Reaction Database (ORD), a public repository of structured organic reaction records. The task is: describe an organic reaction: reactants, conditions, products, and yield The reactants are C(=O)(C=1NC=CN1)C=1NC=CN1 (carbonyl diimidazole), C(C)C1=CC(=NO1)C(=O)O (5-ethyl isoxazole 3-carboxylic acid), CC1=C(N)C(=CC=C1)C (2,6-dimethyl aniline). Solvent: CN(C)C=O (DMF). Run at time 2 hour. Yields the product CC1=C(C(=CC=C1)C)NC(=O)C1=NOC(=C1)CC (3-(2,6-dimethyl phenyl carbamoyl) 5-ethyl isoxazole). The yield is 73.0%. As a reaction SMILES: [CH2:1]([C:3]1[O:7][N:6]=[C:5]([C:8]([OH:10])=O)[CH:4]=1)[CH3:2].C(C1NC=CN=1)(C1NC=CN=1)=O.[CH3:23][C:24]1[CH:30]=[CH:29][CH:28]=[C:27]([CH3:31])[C:25]=1[NH2:26]>CN(C=O)C>[CH3:23][C:24]1[CH:30]=[CH:29][CH:28]=[C:27]([CH3:31])[C:25]=1[NH:26][C:8]([C:5]1[CH:4]=[C:3]([CH2:1][CH3:2])[O:7][N:6]=1)=[O:10]. Procedure: 5.1 g (0.04 mole) of 5-ethyl isoxazole 3-carboxylic acid are dissolved in 100 ml of DMF under nitrogen, 13 g (0.08 mole) of carbonyl diimidazole are added and the mixture is stirred for 2 h at room temperature. 9.7 g (0.08 mole) of 2,6-dimethyl aniline are added and the mixture is stirred again for 48 h. After removal of the precipitate formed by filtration and evaporation of the solvent, the residue is crystallized from petroleum ether. M.p.=82°. The yield is 73%. Reactants: C(CC)C(CN[C@@H]1CC=2C=CC=C(C2CC1)O)C=1SC=CC1 ((6S)-(−)-5,6,7,8-tetrahydro-6-[propyl-(2-thienyl)ethyl]amino-1-naphthol), Cl (HCl). The solvent is C(C)(=O)OCC (ethyl acetate), C(C)(C)O (isopropanol). Run at temperature 2.5 celsius. Product: Cl.C(CC)C(CN[C@@H]1CC=2C=CC=C(C2CC1)O)C=1SC=CC1 ((6S)-(−)-5,6,7,8-tetrahydro-6-[propyl-(2-thienyl)ethyl]amino-1-naphthol hydrochloride). Isolated yield 90.0%. RXN SMILES: [CH2:1]([CH:4]([C:18]1[S:19][CH:20]=[CH:21][CH:22]=1)[CH2:5][NH:6][C@H:7]1[CH2:16][CH2:15][C:14]2[C:13]([OH:17])=[CH:12][CH:11]=[CH:10][C:9]=2[CH2:8]1)[CH2:2][CH3:3].[ClH:23]>C(OCC)(=O)C.C(O)(C)C>[ClH:23].[CH2:1]([CH:4]([C:18]1[S:19][CH:20]=[CH:21][CH:22]=1)[CH2:5][NH:6][C@H:7]1[CH2:16][CH2:15][C:14]2[C:13]([OH:17])=[CH:12][CH:11]=[CH:10][C:9]=2[CH2:8]1)[CH2:2][CH3:3] |f:4.5|. Procedure details: 1 g of the (6S)-(−)-5,6,7,8-tetrahydro-6-[propyl-(2-thienyl)ethyl]amino-1-naphthol (I) obtained in Example 3 (96.58% purity by HPLC) was dissolved in 8 mL of ethyl acetate at room temperature. Then, 1.5 mL of 2.5M HCl solution was added in isopropanol. The mixture was cooled for 3 hours at 0-5° C. and a white solid precipitated. The mixture was filtered off to afford 1 g of (6S)-(−)-5,6,7,8-tetrahydro-6-[propyl-(2-thienyl)ethyl]amino-1-naphthol hydrochloride (90% yield). The product was analyzed... The reactants are CCOC(=O)c1ccc(N)cc1, CN(C)c1ccncc1, [Cl-], O=C(O)C(c1c2ccccc2nn1-c1ccc(Cl)cc1)C1CCCCC1, O=S(Cl)Cl. Product: CCOC(=O)c1ccc(NC(=O)C(c2c3ccccc3nn2-c2ccc(Cl)cc2)C2CCCCC2)cc1. As a reaction SMILES: [CH2:32]([CH3:33])[O:34][C:35]([c:36]1[cH:37][cH:38][c:39]([NH2:42])[cH:40][cH:41]1)=[O:43].[CH3:44][N:45]([c:46]1[cH:47][cH:48][n:49][cH:50][cH:51]1)[CH3:52].[Cl-:27].[Cl:1][c:2]1[cH:3][cH:4][c:5](-[n:8]2[n:9][c:10]3[cH:11][cH:12][cH:13][cH:14][c:15]3[c:16]2[CH:17]([C:18](=[O:19])[OH:20])[CH:21]2[CH2:22][CH2:23][CH2:24][CH2:25][CH2:26]2)[cH:6][cH:7]1.[S:28]([Cl:29])([Cl:30])=[O:31]>>[Cl:1][c:2]1[cH:3][cH:4][c:5](-[n:8]2[n:9][c:10]3[cH:11][cH:12][cH:13][cH:14][c:15]3[c:16]2[CH:17]([C:18](=[O:20])[NH:42][c:39]2[cH:38][cH:37][c:36]([C:35]([O:34][CH2:32][CH3:33])=[O:43])[cH:41][cH:40]2)[CH:21]2[CH2:22][CH2:23][CH2:24][CH2:25][CH2:26]2)[cH:6][cH:7]1. The reactants are C(C=C)C1=CC=C(C=2C(C=C(OC21)C2=NN=NN2)=O)OCCC(C)C (5-[8-allyl-5-(3-methyl-n-butoxy)-4-oxo-4H-1-benzopyran-2-yl]tetrazole). The reagents and catalysts are [Pd] (palladium on charcoal). Run in C(C)O (ethanol). Yields the product CC(CCOC1=CC=C(C2=C1C(C=C(O2)C2=NN=NN2)=O)CCC)C (5-[5-(3-methyl-n-butoxy)-8-n-propyl-4-oxo-4H-1-benzopyran-2-yl]tetrazole). As a reaction SMILES: [CH2:1]([C:4]1[C:13]2[O:12][C:11]([C:14]3[NH:18][N:17]=[N:16][N:15]=3)=[CH:10][C:9](=[O:19])[C:8]=2[C:7]([O:20][CH2:21][CH2:22][CH:23]([CH3:25])[CH3:24])=[CH:6][CH:5]=1)[CH:2]=[CH2:3]>[Pd].C(O)C>[CH3:24][CH:23]([CH3:25])[CH2:22][CH2:21][O:20][C:7]1[C:8]2[C:9](=[O:19])[CH:10]=[C:11]([C:14]3[NH:18][N:17]=[N:16][N:15]=3)[O:12][C:13]=2[C:4]([CH2:1][CH2:2][CH3:3])=[CH:5][CH:6]=1. Procedure: A solution of 1.0 parts of 5-[8-allyl-5-(3-methyl-n-butoxy)-4-oxo-4H-1-benzopyran-2-yl]tetrazole in 19 parts of ethanol was hydrogenated overnight at room temperature and pressure using 0.02 parts of 5% palladium on charcoal as catalyst. The reaction mixture was filtered and the solvent removed by evaporation. Crystallisation of the residue from ethanol gave 0.52 parts of 5-[5-(3-methyl-n-butoxy)-8-n-propyl-4-oxo-4H-1-benzopyran-2-yl]tetrazole, m.p. 202°-204°C. Reactants: BrCCCOC1=CC=C(C=C1)S(=O)(=O)Cl (4-(3-bromopropoxy)benzenesulfonic acid chloride), CN (methylamine). Solvent: O (water). Reaction conditions: time 2 hour. Product: BrCCCOC1=CC=C(C=C1)S(=O)(=O)NC (4-(3-bromopropoxy)-N-methylbenzenesulfonamide). Yield: 87.0%. RXN SMILES: [Br:1][CH2:2][CH2:3][CH2:4][O:5][C:6]1[CH:11]=[CH:10][C:9]([S:12](Cl)(=[O:14])=[O:13])=[CH:8][CH:7]=1.[CH3:16][NH2:17]>O>[Br:1][CH2:2][CH2:3][CH2:4][O:5][C:6]1[CH:11]=[CH:10][C:9]([S:12]([NH:17][CH3:16])(=[O:14])=[O:13])=[CH:8][CH:7]=1. Procedure: 3.4 g of 4-(3-bromopropoxy)benzenesulfonic acid chloride was suspended in water, and 6.2 ml a 20% aqueous methylamine solution was added to the suspension under ice cooling. The solution was stirred at room temperature for 2 hours and then extracted with chloroform (50 ml×2), and drying and concentration followed to obtain 2.9 g (yield: 87%) of 4-(3-bromopropoxy)-N-methylbenzenesulfonamide in an oily state. Starting materials: Cl.Cl.N1(CCCC1)CC1NCCCC1 (2-(pyrrolidin-1-ylmethyl)piperidine dihydrochloride), O=C1CCC(C2=CC=CC=C12)C(=O)Cl (1,2,3,4-tetrahydro-4-oxo-1-naphthoyl chloride), [OH-].[Na+] (sodium hydroxide). Yields the product Cl.O=C1CCC(C2=CC=CC=C12)C(=O)N1C(CCCC1)CN1CCCC1 (1-(1,2,3,4-tetrahydro-4-oxo-1-naphthoyl)-2-(pyrrolidin1-ylmethyl)piperidine hydrochloride). The yield is 76.7%. Reaction SMILES: Cl.Cl.[N:3]1([CH2:8][CH:9]2[CH2:14][CH2:13][CH2:12][CH2:11][NH:10]2)[CH2:7][CH2:6][CH2:5][CH2:4]1.[O:15]=[C:16]1[C:25]2[C:20](=[CH:21][CH:22]=[CH:23][CH:24]=2)[CH:19]([C:26]([Cl:28])=[O:27])[CH2:18][CH2:17]1.[OH-].[Na+]>>[ClH:28].[O:15]=[C:16]1[C:25]2[C:20](=[CH:21][CH:22]=[CH:23][CH:24]=2)[CH:19]([C:26]([N:10]2[CH2:11][CH2:12][CH2:13][CH2:14][CH:9]2[CH2:8][N:3]2[CH2:7][CH2:6][CH2:5][CH2:4]2)=[O:27])[CH2:18][CH2:17]1 |f:0.1.2,4.5,6.7|. Procedure: From 3.48 g of 2-(pyrrolidin-1-ylmethyl)piperidine dihydrochloride, 4.44 g of 1,2,3,4-tetrahydro-4-oxo-1-naphthoyl chloride and 63.9 ml of 1N aqueous sodium hydroxide solution. 4.17 g of the title compound was obtained, melting at 239°-242° C. (dec). using a procedure similar to that in Example 1. Reactants: O.NN (hydrazine monohydrate), BrC=1C(=C(C(=CC1)F)C(=O)C1=CC2=CC=CC=C2C=C1)OC ((3-bromo-6-fluoro-2-methoxy-phenyl)-naphthalen-2-yl-methanone), O (Water). The solvent is N1=CC=CC=C1 (pyridine). Reaction conditions: temperature 100 celsius, time 6 hour. Product: BrC=1C(=C2C(=NNC2=CC1)C1=CC2=CC=CC=C2C=C1)OC (5-Bromo-4-methoxy-3-naphthalen-2-yl-1H-indazole). As a reaction SMILES: [Br:1][C:2]1[C:3]([O:21][CH3:22])=[C:4]([C:9]([C:11]2[CH:20]=[CH:19][C:18]3[C:13](=[CH:14][CH:15]=[CH:16][CH:17]=3)[CH:12]=2)=O)[C:5](F)=[CH:6][CH:7]=1.O.[NH2:24][NH2:25].O>N1C=CC=CC=1>[Br:1][C:2]1[C:3]([O:21][CH3:22])=[C:4]2[C:5](=[CH:6][CH:7]=1)[NH:25][N:24]=[C:9]2[C:11]1[CH:20]=[CH:19][C:18]2[C:13](=[CH:14][CH:15]=[CH:16][CH:17]=2)[CH:12]=1 |f:1.2|. Procedure: A total of 1.63 g of (3-bromo-6-fluoro-2-methoxy-phenyl)-naphthalen-2-yl-methanone was dissolved in 15 ml of pyridine, 2.2 ml of hydrazine monohydrate was added, followed by stirring at 100° C. for 6 hours. Water was added to the reaction mixture, and then it was extracted with ethyl acetate for two times. The organic layer was sequentially washed with 1 N hydrochloric acid, water, saturated aqueous sodium hydrogencarbonate solution and brine, dried over anhydrous magnesium sulfate and the solve...